From a dataset of the Open Reaction Database (ORD), a public repository of structured organic reaction records. describe an organic reaction: reactants, conditions, products, and yield Starting materials: aqueous solution, C(N)(=O)C1N(CCC1)CC1=CC=C(C=C1)Cl (2-Carbamoyl-1-(4-chlorobenzyl)pyrrolidine), Cl (hydrochloric acid), Cl (hydrochloric acid), [OH-].[Na+] (NaOH). The solvent is B.C1CCOC1 (BH3-THF), B.C1CCOC1 (BH3-THF). Conditions: temperature 70 celsius, time 40 hour. Yields the product NCC1N(CCC1)CC1=CC=C(C=C1)Cl (2-(aminomethyl)-1-(4-chlorobenzyl)pyrrolidine). RXN SMILES: [C:1]([CH:4]1[CH2:8][CH2:7][CH2:6][N:5]1[CH2:9][C:10]1[CH:15]=[CH:14][C:13]([Cl:16])=[CH:12][CH:11]=1)(=O)[NH2:2].Cl.[OH-].[Na+]>B.C1COCC1>[NH2:2][CH2:1][CH:4]1[CH2:8][CH2:7][CH2:6][N:5]1[CH2:9][C:10]1[CH:11]=[CH:12][C:13]([Cl:16])=[CH:14][CH:15]=1 |f:2.3,4.5|. Reported procedure: 2-Carbamoyl-1-(4-chlorobenzyl)pyrrolidine was dissolved in 1 M BH3-THF (9.4 mL), and the resulting solution was heated at 70° C. A 1 M BH3-THF (0.5 equivalent) was further added twice after 16 hours and 25 hours. After 40 hours, a 1 M hydrochloric acid was added, and the resulting mixture was refluxed for 3 hours. A 3 M hydrochloric acid (6 mL) was added, and the reaction product was stirred for another 3 hours with heating, then cooled to 25° C., alkalinized with a 6 M aqueous solution of NaOH ... Starting materials: aqueous solution, C(\C=C\C(=O)O)(=O)O (fumaric acid), [OH-].[Na+] (NaOH). The product is C([C@@H](O)CC(=O)O)(=O)O (L-malic acid). RXN SMILES: [C:1]([OH:8])(=[O:7])/[CH:2]=[CH:3]/[C:4]([OH:6])=[O:5].[OH-:9].[Na+]>>[C:1]([OH:8])(=[O:7])[C@H:2]([CH2:3][C:4]([OH:6])=[O:5])[OH:9] |f:1.2|. Procedure: For the purpose of examination as to fumarase activity, the bacterial cells were suspended in 100 ml of a 1.0 M aqueous solution of fumaric acid having a pH adjusted to 7.0 by NaOH and were reacted at 45° C. for 2 hours and the L-malic acid thereby formed was reacted with 2,7-naphthalenediol in the presence of sulfuric acid. The amount of the L-malic acid was determined by the color which it had developed. The amount of the succinic acid which had been formed was determined by high pressure liqu... Reactants: N#Cc1ccc(Br)cc1, O=C([O-])[O-], C1CNCCN1, CCCCO, CCOC(C)=O, Cl, [K+], [K+]. The product is Cl, N#Cc1ccc(N2CCNCC2)cc1. RXN SMILES: [Br:1][c:2]1[cH:3][cH:4][c:5]([C:6]#[N:7])[cH:8][cH:9]1.[C:16](=[O:17])([O-:18])[O-:19].[CH2:10]1[CH2:11][NH:12][CH2:13][CH2:14][NH:15]1.[CH2:22]([OH:23])[CH2:24][CH2:25][CH3:26].[CH3:28][CH2:29][O:30][C:31](=[O:32])[CH3:33].[ClH:27].[K+:20].[K+:21]>>[ClH:27].[c:2]1([N:12]2[CH2:11][CH2:10][NH:15][CH2:14][CH2:13]2)[cH:3][cH:4][c:5]([C:6]#[N:7])[cH:8][cH:9]1. The reactants are [H-].[Na+] (sodium hydride), C(C)(C)(C)OC(=O)N(S(=O)(=O)C1=CC=C(C=C1)C)CCCCCl (N-(tert-butyloxycarbonyl)-N-[(4-methylphenyl)sulfonyl]-4-chlorobutylamine), C(C1=CC=CC=C1)(=O)NCCCCCCCNC(C1=CC=CC=C1)=O (1,9-bis(benzoyl)-1,9-diazanonane), [H][H] (hydrogen). The solvent is CN(C=O)C (dimethylformamide), CN(C=O)C (dimethylformamide), CN(C=O)C (dimethylformamide). Run at temperature 0 celsius, time 8 hour. Yields the product C(C)(C)(C)OC(=O)N(CCCCN(CCCCCCCN(CCCCN(S(=O)(=O)C1=CC=C(C=C1)C)C(=O)OC(C)(C)C)C(C1=CC=CC=C1)=O)C(C1=CC=CC=C1)=O)S(=O)(=O)C1=CC=C(C=C1)C (1,19-Bis(tert-Butyloxycarbonyl)-1,19-bis[(4-methylphenyl)sulfonyl]-6,14-bis(benzoyl)-1,6,14,19-tetraazanonadecane). As a reaction SMILES: [H-].[Na+].[C:3]([NH:11][CH2:12][CH2:13][CH2:14][CH2:15][CH2:16][CH2:17][CH2:18][NH:19][C:20](=[O:27])[C:21]1[CH:26]=[CH:25][CH:24]=[CH:23][CH:22]=1)(=[O:10])[C:4]1[CH:9]=[CH:8][CH:7]=[CH:6][CH:5]=1.[H][H].[C:30]([O:34][C:35]([N:37]([CH2:48][CH2:49][CH2:50][CH2:51]Cl)[S:38]([C:41]1[CH:46]=[CH:45][C:44]([CH3:47])=[CH:43][CH:42]=1)(=[O:40])=[O:39])=[O:36])([CH3:33])([CH3:32])[CH3:31]>CN(C)C=O>[C:30]([O:34][C:35]([N:37]([S:38]([C:41]1[CH:46]=[CH:45][C:44]([CH3:47])=[CH:43][CH:42]=1)(=[O:40])=[O:39])[CH2:48][CH2:49][CH2:50][CH2:51][N:19]([C:20](=[O:27])[C:21]1[CH:26]=[CH:25][CH:24]=[CH:23][CH:22]=1)[CH2:18][CH2:17][CH2:16][CH2:15][CH2:14][CH2:13][CH2:12][N:11]([C:3](=[O:10])[C:4]1[CH:5]=[CH:6][CH:7]=[CH:8][CH:9]=1)[CH2:51][CH2:50][CH2:49][CH2:48][N:37]([C:35]([O:34][C:30]([CH3:31])([CH3:33])[CH3:32])=[O:36])[S:38]([C:41]1[CH:46]=[CH:45][C:44]([CH3:47])=[CH:43][CH:42]=1)(=[O:40])=[O:39])=[O:36])([CH3:33])([CH3:32])[CH3:31] |f:0.1|. Reported procedure: Suspend sodium hydride (4.8 g, 0.2 mol) in anhydrous dimethylformamide (100 mL), cool to 0° C. and place under a nitrogen atmosphere. Add, by dropwise addition, a solution 1,9-bis(benzoyl)-1,9-diazanonane (33.8 g, 0.1 mol) in dimethylformamide. Stir until evolution of hydrogen ceases. Add, by dropwise addition, a solution of N-(tert-butyloxycarbonyl)-N-[(4-methylphenyl)sulfonyl]-4-chlorobutylamine (72.4 g, 0.2 mol) in dimethylformamide (100 mL). Stir overnight at room temperature then carefully ... The reactants are [Al+3], [Al+3], COc1cc(NC(=O)CCCCCN2CC(C)NC(C)C2)c2nccc(C)c2c1, [Cl-], [Cl-], [Cl-], [H-], [H-], [H-], [H-], [Li+], [Na+], C1CCOC1, [OH-], O. The product is COc1cc(NCCCCCCN2CC(C)NC(C)C2)c2nccc(C)c2c1. Reaction SMILES: [Al+3:2].[Al+3:6].[CH3:11][O:12][c:13]1[cH:14][c:15]2[c:16]([CH3:39])[cH:17][cH:18][n:19][c:20]2[c:21]([NH:23][C:24]([CH2:25][CH2:26][CH2:27][CH2:28][CH2:29][N:30]2[CH2:31][CH:32]([CH3:37])[NH:33][CH:34]([CH3:36])[CH2:35]2)=[O:38])[cH:22]1.[Cl-:1].[Cl-:3].[Cl-:4].[H-:10].[H-:5].[H-:8].[H-:9].[Li+:7].[Na+:41].[O:42]1[CH2:43][CH2:44][CH2:45][CH2:46]1.[OH-:40].[OH2:47]>>[CH3:11][O:12][c:13]1[cH:14][c:15]2[c:16]([CH3:39])[cH:17][cH:18][n:19][c:20]2[c:21]([NH:23][CH2:24][CH2:25][CH2:26][CH2:27][CH2:28][CH2:29][N:30]2[CH2:31][CH:32]([CH3:37])[NH:33][CH:34]([CH3:36])[CH2:35]2)[cH:22]1.